The task is: describe an organic reaction: reactants, conditions, products, and yield. This data is from the Open Reaction Database (ORD), a public repository of structured organic reaction records. Reactants: resultant mixture, O (water), [OH-].[Na+] (sodium hydroxide), CCCBr (n-propyl bromide), C(C1=CC=CC=C1)OC1=CC=C(C=C1)O (4-(benzyloxy)phenol). Run in CS(=O)C (dimethylsulfoxide). Yields the product C(CC)OC1=CC=C(C=C1)OCC1=CC=CC=C1 (1-(n-propyloxy)-4-benzyloxybenzene). Isolated yield 97.1%. Reaction SMILES: [CH2:1]([O:8][C:9]1[CH:14]=[CH:13][C:12]([OH:15])=[CH:11][CH:10]=1)[C:2]1[CH:7]=[CH:6][CH:5]=[CH:4][CH:3]=1.[OH-].[Na+].[CH3:18][CH2:19][CH2:20]Br.O>CS(C)=O>[CH2:18]([O:15][C:12]1[CH:11]=[CH:10][C:9]([O:8][CH2:1][C:2]2[CH:3]=[CH:4][CH:5]=[CH:6][CH:7]=2)=[CH:14][CH:13]=1)[CH2:19][CH3:20] |f:1.2|. Procedure details: In 75 ml of dimethylsulfoxide (DMSO) was dissolved 7.5 g (37.5 mmol) of 4-(benzyloxy)phenol, and an aqueous solution of sodium hydroxide (NaOH/H2O: 1.65 g/15 ml) was added thereto. The mixture was stirred until dissolving homogeneously. Next, 5.0 g (40.7 mmol) of n-propyl bromide was added to the mixture, and the resultant mixture was subjected to a reaction at a room temperature for 24 hours. The reaction mixture was poured into 1 L of an iced water, and a solid was formed by stirring. The resu... Starting materials: Cl (HCl), COC=1C=CC2=C(C=C(O2)C2=CC=C(C=C2)OC)C1C (5-Methoxy-2-(4-methoxy-phenyl)-4-methyl-benzofuran), Cl.N1=CC=CC=C1 (pyridine hydrochloride). Run in C(C)(=O)OCC (ethyl acetate). Reaction conditions: temperature 200 celsius. Yields the product OC1=CC=C(C=C1)C=1OC2=C(C1)C(=C(C=C2)O)C (2-(4-Hydroxy-phenyl)-4-methyl-benzofuran-5-ol). Isolated yield 75.0%. As a reaction SMILES: C[O:2][C:3]1[CH:4]=[CH:5][C:6]2[O:10][C:9]([C:11]3[CH:16]=[CH:15][C:14]([O:17]C)=[CH:13][CH:12]=3)=[CH:8][C:7]=2[C:19]=1[CH3:20].Cl.N1C=CC=CC=1.Cl>C(OCC)(=O)C>[OH:17][C:14]1[CH:15]=[CH:16][C:11]([C:9]2[O:10][C:6]3[CH:5]=[CH:4][C:3]([OH:2])=[C:19]([CH3:20])[C:7]=3[CH:8]=2)=[CH:12][CH:13]=1 |f:1.2|. Reported procedure: The crude 5-Methoxy-2-(4-methoxyphenyl)-4-methylbenzofuran 136 (0.134 g) was taken into a sealed tube along with enough pyridine hydrochloride to fill the tube halfway and heated at 200° C. for 2.5 hours. The reaction was dissolved into a mixture of ethyl acetate and 1 N HCl. The layers were separated and the aqueous layer was extracted with ethyl acetate (2×). The combined organics was washed with 1 N HCl (1×), water (1×) and then dried over magnesium sulfate, filtered and concentrated. The res... Starting materials: Cl.C(C)(=O)OCC (Hydrochloric acid ethyl acetate), C(CCCCCCCCCCCCCCCC)C1=NC2=C(N1CCN(C)C)C=CC=C2 (2-(2-heptadecyl-1H-benzimidazol-1-yl)-N,N-dimethyl-1-ethanamine). The solvent is C(C)(=O)OCC (ethyl acetate). Conditions: time 15 minute. The product is Cl.C(CCCCCCCCCCCCCCCC)C1=NC2=C(N1CCN(C)C)C=CC=C2 (2-(2-Heptadecyl-1H-benzimidazol-1-yl)-N,N-dimethyl-1-ethanamine monohydrochloride). Reaction SMILES: [ClH:1].C(OCC)(=O)C.[CH2:8]([C:25]1[N:29]([CH2:30][CH2:31][N:32]([CH3:34])[CH3:33])[C:28]2[CH:35]=[CH:36][CH:37]=[CH:38][C:27]=2[N:26]=1)[CH2:9][CH2:10][CH2:11][CH2:12][CH2:13][CH2:14][CH2:15][CH2:16][CH2:17][CH2:18][CH2:19][CH2:20][CH2:21][CH2:22][CH2:23][CH3:24]>C(OCC)(=O)C>[ClH:1].[CH2:8]([C:25]1[N:29]([CH2:30][CH2:31][N:32]([CH3:33])[CH3:34])[C:28]2[CH:35]=[CH:36][CH:37]=[CH:38][C:27]=2[N:26]=1)[CH2:9][CH2:10][CH2:11][CH2:12][CH2:13][CH2:14][CH2:15][CH2:16][CH2:17][CH2:18][CH2:19][CH2:20][CH2:21][CH2:22][CH2:23][CH3:24] |f:0.1,4.5|. Procedure: 4N Hydrochloric acid/ethyl acetate solution (0.12 ml) was added to a solution containing 2-(2-heptadecyl-1H-benzimidazol-1-yl)-N,N-dimethyl-1-ethanamine (0.200 g) in ethyl acetate (2 ml). After being stirred for 15 minutes at room temperature, the reaction mixture was concentrated. The residue was recrystallized with the mixed solution of ethanol-ethyl acetate, thereby yielding the entitled compound (0.182 g) as white solid. Starting materials: FC(S(=O)(=O)OC1=C(C=C(C=C1)COC)[N+](=O)[O-])(F)F (4-[(methyloxy)methyl]-2-nitrophenyl trifluoromethanesulfonate), C(CC(=O)OC(C)(C)C)(=O)OC(C)(C)C (bis(1,1-dimethylethyl) propanedioate), resultant mixture, [H-].[Na+] (sodium hydride). The solvent is CN(C)C=O (DMF), CN(C)C=O (DMF). Run at time 1 hour. The product is COCC1=CC(=C(C=C1)C(C(=O)OC(C)(C)C)C(=O)OC(C)(C)C)[N+](=O)[O-] (bis(1,1-Dimethylethyl) {4-[(methyloxy)methyl]-2-nitrophenyl}propanedioate). Isolated yield 55.9%. RXN SMILES: [C:1]([O:11][C:12]([CH3:15])([CH3:14])[CH3:13])(=[O:10])[CH2:2][C:3]([O:5][C:6]([CH3:9])([CH3:8])[CH3:7])=[O:4].[H-].[Na+].FC(F)(F)S(O[C:24]1[CH:29]=[CH:28][C:27]([CH2:30][O:31][CH3:32])=[CH:26][C:25]=1[N+:33]([O-:35])=[O:34])(=O)=O>CN(C=O)C>[CH3:32][O:31][CH2:30][C:27]1[CH:28]=[CH:29][C:24]([CH:2]([C:3]([O:5][C:6]([CH3:7])([CH3:8])[CH3:9])=[O:4])[C:1]([O:11][C:12]([CH3:15])([CH3:14])[CH3:13])=[O:10])=[C:25]([N+:33]([O-:35])=[O:34])[CH:26]=1 |f:1.2|. Procedure details: A stirred solution of bis(1,1-dimethylethyl) propanedioate (1.672 g, 7.73 mmol) in anhydrous DMF (25 mL) under argon was cooled to 0° C. and treated, portionwise with sodium hydride (0.297 g, 7.42 mmol) which was added over 10 mins. The resultant mixture was stirred at 0° C. for 15 mins and then allowed to warm to rt. After 1 hr the mixture was cooled back to 0° C. and treated with a solution of 4-[(methyloxy)methyl]-2-nitrophenyl trifluoromethanesulfonate D122 (1.95 g, 6.19 mmol) in DMF (5 mL) ... As a reaction SMILES: [CH3:1][C@@H:2]1[CH2:7][CH2:6][C@H:5]([NH:8][C:9](=O)[CH2:10][N:11]([CH3:13])[CH3:12])[CH2:4][CH2:3]1.[H-].[Al+3].[Li+].[H-].[H-].[H-].O.O.O.O.O.O.O.O.O.O.S([O-])([O-])(=O)=O.[Na+].[Na+]>C1COCC1>[CH3:12][N:11]([CH3:13])[CH2:10][CH2:9][NH:8][C@H:5]1[CH2:4][CH2:3][C@@H:2]([CH3:1])[CH2:7][CH2:6]1 |f:1.2.3.4.5.6,7.8.9.10.11.12.13.14.15.16.17.18.19|. Run in C1CCOC1 (THF). Procedure: Using 4.8 g of N-(cis-4-methylcyclohexyl)-2-dimethylaminoacetamide (Example 109), 1.8 g of lithium aluminum hydride, 150 ml of THF, and 5 g of sodium sulfate decahydrate, a reaction similar to that performed in Example 78 was carried out. As a result, 2.9 g of N-(2-dimethylaminoethyl)-cis-4-methylcyclohexylamine was obtained as a colorless oil, which had the following physiochemical properties: Isolated yield 65.0%. The reactants are C[C@H]1CC[C@H](CC1)NC(CN(C)C)=O (N-(cis-4-methylcyclohexyl)-2-dimethylaminoacetamide), [H-].[Al+3].[Li+].[H-].[H-].[H-] (lithium aluminum hydride), O.O.O.O.O.O.O.O.O.O.S(=O)(=O)([O-])[O-].[Na+].[Na+] (sodium sulfate decahydrate). The product is CN(CCN[C@@H]1CC[C@@H](CC1)C)C (N-(2-dimethylaminoethyl)-cis-4-methylcyclohexylamine). The reactants are O=C([O-])O, CO, Nc1ccc(O)c(C(=O)O)c1, [Na+], [Na+], [OH-], O=S(=O)(O)O. Product: COC(=O)c1cc(N)ccc1O. As a reaction SMILES: [C:19](=[O:20])([O-:21])[OH:22].[CH3:24][OH:25].[NH2:1][c:2]1[cH:3][cH:4][c:5]([OH:6])[c:7]([C:9]([OH:10])=[O:11])[cH:8]1.[Na+:18].[Na+:23].[OH-:17].[S:12](=[O:13])(=[O:14])([OH:15])[OH:16]>>[NH2:1][c:2]1[cH:3][cH:4][c:5]([OH:6])[c:7]([C:9]([O:10][CH3:19])=[O:11])[cH:8]1. The reactants are C(C)C1C(CC(C(C(OC(C2CCCCN2C(C(C2(C(CC(C(C(CC(CC(=C1)C)C)OC)O2)OC)C)O)=O)=O)=O)C(=CC2CC(C(CC2)OCC=CC2=CC=CC=C2)OC)C)C)O)=O (17-ethyl-1,14-dihydroxy-12-[2'-(4"-cinnamyloxy-3"-methoxycyclohexyl)-1'-methylvinyl]-23,25-dimethoxy-13,19,21,27-tetramethyl-11,28-dioxa-4-azatricyclo[22.3.1.04,9 ]octacos-18-ene-2,3,10,16-tetraone), [H][H] (hydrogen). Reagents/catalysts: [Rh] (rhodium on carbon). Reaction conditions: time 1.5 hour. Product: C(C)C1C(CC(C(C(OC(C2CCCCN2C(C(C2(C(CC(C(C(CC(CC(=C1)C)C)OC)O2)OC)C)O)=O)=O)=O)C(=CC2CC(C(CC2)OCCCC2=CC=CC=C2)OC)C)C)O)=O (17-Ethyl-1,14-dihydroxy-12-[2'-(3"-methoxy-4"-phenylpropyloxycyclohexyl)-1'-methylvinyl]-23,25-dimethoxy-13,19,21,27-tetramethyl-11,28-dioxa-4-azatricyclo[22.3,1.04,9 ]octacos-18-ene-2,3,10,16-tetraone). The yield is 52.6%. RXN SMILES: [CH2:1]([CH:3]1[CH:29]=[C:28]([CH3:30])[CH2:27][CH:26]([CH3:31])[CH2:25][CH:24]([O:32][CH3:33])[CH:23]2[O:34][C:19]([OH:38])([CH:20]([CH3:37])[CH2:21][CH:22]2[O:35][CH3:36])[C:18](=[O:39])[C:17](=[O:40])[N:16]2[CH:11]([CH2:12][CH2:13][CH2:14][CH2:15]2)[C:10](=[O:41])[O:9][CH:8]([C:42]([CH3:62])=[CH:43][CH:44]2[CH2:49][CH2:48][CH:47]([O:50][CH2:51][CH:52]=[CH:53][C:54]3[CH:59]=[CH:58][CH:57]=[CH:56][CH:55]=3)[CH:46]([O:60][CH3:61])[CH2:45]2)[CH:7]([CH3:63])[CH:6]([OH:64])[CH2:5][C:4]1=[O:65])[CH3:2].[H][H]>[Rh]>[CH2:1]([CH:3]1[CH:29]=[C:28]([CH3:30])[CH2:27][CH:26]([CH3:31])[CH2:25][CH:24]([O:32][CH3:33])[CH:23]2[O:34][C:19]([OH:38])([CH:20]([CH3:37])[CH2:21][CH:22]2[O:35][CH3:36])[C:18](=[O:39])[C:17](=[O:40])[N:16]2[CH:11]([CH2:12][CH2:13][CH2:14][CH2:15]2)[C:10](=[O:41])[O:9][CH:8]([C:42]([CH3:62])=[CH:43][CH:44]2[CH2:49][CH2:48][CH:47]([O:50][CH2:51][CH2:52][CH2:53][C:54]3[CH:55]=[CH:56][CH:57]=[CH:58][CH:59]=3)[CH:46]([O:60][CH3:61])[CH2:45]2)[CH:7]([CH3:63])[CH:6]([OH:64])[CH2:5][C:4]1=[O:65])[CH3:2]. Procedure: To a solution of 17-ethyl-1,14-dihydroxy-12-[2'-(4"-cinnamyloxy-3"-methoxycyclohexyl)-1'-methylvinyl]-23,25-dimethoxy-13,19,21,27-tetramethyl-11,28-dioxa-4-azatricyclo[22.3.1.04,9 ]octacos-18-ene-2,3,10,16-tetraone (37 mg in 2 ml ethanol) was added 4 mg of 5% rhodium on carbon catalyst. The reaction flask was fitted with a hydrogen balloon, evacuated and recharged with hydrogen (3 times) and stirred at room temperature. After 1.5 hours, the mixture was filtered over Celite, concentrated and puri...